From a dataset of the Open Reaction Database (ORD), a public repository of structured organic reaction records. describe an organic reaction: reactants, conditions, products, and yield Solvent: CN(C)C=O (DMF). Procedure: To a solution of crude 7-mercapto-2-isopropyl-4-bromo-2H-phthalazin-1-one (0.40 g, 1.3 mmol) in DMF (8 ml), was added NaH (60%, 0.064 g, 1.6 mmol) portion-wise. After stirring for 5 min, chloroethyl methylsulfide (0.17 g, 1.6 mmol) was added dropwise. The mixture was heated to 60° C. for two hours, after which time the mixture was concentrated under vacuum and the residue was subjected to flash column chromatography (elution: 90% heptane, 10% EtOAc) to give the title compound (0.44 g, 54% yield)... RXN SMILES: [SH:1][C:2]1[CH:11]=[C:10]2[C:5]([C:6]([Br:16])=[N:7][N:8]([CH:13]([CH3:15])[CH3:14])[C:9]2=[O:12])=[CH:4][CH:3]=1.[H-].[Na+].Cl[CH2:20][CH2:21][S:22][CH3:23]>CN(C=O)C>[Br:16][C:6]1[C:5]2[C:10](=[CH:11][C:2]([S:1][CH2:20][CH2:21][S:22][CH3:23])=[CH:3][CH:4]=2)[C:9](=[O:12])[N:8]([CH:13]([CH3:14])[CH3:15])[N:7]=1 |f:1.2|. Isolated yield 90.7%. Yields the product BrC1=NN(C(C2=CC(=CC=C12)SCCSC)=O)C(C)C (4-Bromo-2-isopropyl-7-(2-methylsulfanyl-ethylsulfanyl)-2H-phthalazin-1-one). Starting materials: SC1=CC=C2C(=NN(C(C2=C1)=O)C(C)C)Br (7-mercapto-2-isopropyl-4-bromo-2H-phthalazin-1-one), [H-].[Na+] (NaH), ClCCSC (chloroethyl methylsulfide). Conditions: temperature 60 celsius, time 5 minute.